The task is: describe an organic reaction: reactants, conditions, products, and yield. This data is from the Open Reaction Database (ORD), a public repository of structured organic reaction records. Reactants: COC=1C=C(C=CC1[N+](=O)[O-])N1CCNCC1 (1-[3-(methyloxy)-4-nitrophenyl]piperazine), ICCC (1-iodopropane), C([O-])([O-])=O.[K+].[K+] (potassium carbonate). The solvent is C(C)#N (acetonitrile). The product is COC=1C=C(C=CC1[N+](=O)[O-])N1CCN(CC1)CCC (1-[3-(methyloxy)-4-nitrophenyl]-4-propylpiperazine). Yield: 71.9%. RXN SMILES: [CH3:1][O:2][C:3]1[CH:4]=[C:5]([N:12]2[CH2:17][CH2:16][NH:15][CH2:14][CH2:13]2)[CH:6]=[CH:7][C:8]=1[N+:9]([O-:11])=[O:10].I[CH2:19][CH2:20][CH3:21].C(=O)([O-])[O-].[K+].[K+]>C(#N)C>[CH3:1][O:2][C:3]1[CH:4]=[C:5]([N:12]2[CH2:17][CH2:16][N:15]([CH2:19][CH2:20][CH3:21])[CH2:14][CH2:13]2)[CH:6]=[CH:7][C:8]=1[N+:9]([O-:11])=[O:10] |f:2.3.4|. Reported procedure: A solution of 1-[3-(methyloxy)-4-nitrophenyl]piperazine (1.78 g, 7.51 mmol), 1-iodopropane (1.92 g, 11.3 mmol), and potassium carbonate (4.15 g, 30.0 mmol) in acetonitrile (50 mL) was heated in a pressure vessel at 80° C. for 24 hours. The reaction was cooled and the acetonitrile was removed under reduced pressure. The solids were dissolved in methylene chloride/water. The organic layer was dried over sodium sulfate and the solvent removed under reduced pressure. The resultant residue was purifi... The reactants are Cl (hydrochloric acid), OC1C[C@H](NC1)C(=O)O (4-hydroxy-L-proline), C([O-])([O-])=O.[K+].[K+] (potassium carbonate), ClC(=O)OCC1=CC=CC=C1 (benzyl chloroformate), C([O-])(O)=O.[K+] (potassium bicarbonate). Solvent: O (water), CC(=O)C (acetone). Yields the product C(=O)(OCC1=CC=CC=C1)N1[C@H](C(=O)O)CC(C1)O (N-carbobenzyloxy-4-hydroxy-L-proline). RXN SMILES: [OH:1][CH:2]1[CH2:6][NH:5][C@H:4]([C:7]([OH:9])=[O:8])[CH2:3]1.Cl[C:11]([O:13][CH2:14][C:15]1[CH:20]=[CH:19][CH:18]=[CH:17][CH:16]=1)=[O:12].C(=O)(O)[O-].[K+].C(=O)([O-])[O-].[K+].[K+].Cl>CC(C)=O.O>[C:11]([N:5]1[CH2:6][CH:2]([OH:1])[CH2:3][C@H:4]1[C:7]([OH:9])=[O:8])([O:13][CH2:14][C:15]1[CH:20]=[CH:19][CH:18]=[CH:17][CH:16]=1)=[O:12] |f:2.3,4.5.6|. Procedure details: 26.5 g. (0.02 mole) of 4-hydroxy-L-proline and 32.8 ml. (0.23 mole) of benzyl chloroformate are reacted in 200 ml. of water and 100 ml. of acetone in the presence of 20 g. (0.02 mole) of potassium bicarbonate and 69.2 g. (0.50 mole) of potassium carbonate and worked up with 90 ml. of concentrated hydrochloric acid as described in Can.J. Biochem. & Physiol. 37, 584 (1959) to obtain N-carbobenzyloxy-4-hydroxy-L-proline. This product is reacted with cyclohexylamine to form the cyclohexylamine salt ...